This data is from the Open Reaction Database (ORD), a public repository of structured organic reaction records. The task is: describe an organic reaction: reactants, conditions, products, and yield The reactants are CCOC(=O)N1CCN(C(=O)OC(C)(C)C)CC1C, ClCCl, O=C(O)C(F)(F)F. Product: CCOC(=O)N1CCNCC1C. Reaction SMILES: [CH2:1]([CH3:2])[O:3][C:4](=[O:5])[N:6]1[CH:7]([CH3:19])[CH2:8][N:9]([C:12]([O:13][C:14]([CH3:15])([CH3:16])[CH3:17])=[O:18])[CH2:10][CH2:11]1.[Cl:27][CH2:28][Cl:29].[F:20][C:21]([F:22])([F:23])[C:24]([OH:25])=[O:26]>>[CH2:1]([CH3:2])[O:3][C:4](=[O:5])[N:6]1[CH:7]([CH3:19])[CH2:8][NH:9][CH2:10][CH2:11]1. Starting materials: COP(OC)OC (trimethylphosphite), ClC(=O)OC1=CC=C(C=C1)C(=O)OCC (4-ethoxycarbonylphenyl chloroformate). Yields the product C(C)OC(=O)C1=CC=C(OC(=O)P(OC)(OC)=O)C=C1 (Dimethyl 4-(ethoxycarbonyl)phenoxycarbonylphosphonate). RXN SMILES: C[O:2][P:3]([O:6][CH3:7])[O:4][CH3:5].Cl[C:9]([O:11][C:12]1[CH:17]=[CH:16][C:15]([C:18]([O:20][CH2:21][CH3:22])=[O:19])=[CH:14][CH:13]=1)=[O:10]>>[CH2:21]([O:20][C:18]([C:15]1[CH:16]=[CH:17][C:12]([O:11][C:9]([P:3](=[O:2])([O:6][CH3:7])[O:4][CH3:5])=[O:10])=[CH:13][CH:14]=1)=[O:19])[CH3:22]. Procedure: From 16.1 g (0.13 mole) of trimethylphosphite and 22.8 g (0.10 mole) of 4-ethoxycarbonylphenyl chloroformate. (100° C., 3 hours). Yield 26.7 g (88%). Bp0.05 205°-7° C. Starting materials: CS(=O)C (DMSO), CCN(C(C)C)C(C)C (Hunig's base), [Cl-].CN(S(=O)(=O)CC[NH3+])C (2-[(dimethylamino)sulfonyl]-ethanaminium chloride), FC=1C(=NC=CC1)C#N (3-fluoro-2-cyanopyridine), CCN(C(C)C)C(C)C (Hunig's base), amine. The solvent is CCOC(=O)C (EtOAc). Reaction conditions: temperature 80 celsius, time 8 hour. The product is C(#N)C1=NC=CC=C1NCCS(=O)(=O)N(C)C (2-[(2-cyanopyridin-3-yl)amino]-N,N-dimethylethanesulfonamide). RXN SMILES: F[C:2]1[C:3]([C:8]#[N:9])=[N:4][CH:5]=[CH:6][CH:7]=1.CS(C)=O.CCN(C(C)C)C(C)C.[Cl-].[CH3:24][N:25]([CH3:32])[S:26]([CH2:29][CH2:30][NH3+:31])(=[O:28])=[O:27]>CCOC(C)=O>[C:8]([C:3]1[C:2]([NH:31][CH2:30][CH2:29][S:26]([N:25]([CH3:32])[CH3:24])(=[O:28])=[O:27])=[CH:7][CH:6]=[CH:5][N:4]=1)#[N:9] |f:3.4|. Procedure details: 3-fluoro-2-cyanopyridine (Sakamoto et. al., Chem. Pharm. Bull. 1985, 33: 565-571) (1 g, 8.2 mmol) was placed in a high pressure tube equipped with a stir bar. DMSO (7 mL), Hunig's base (1.57 mL, 9.0 mmol) and 2-[(dimethylamino)sulfonyl]-ethanaminium chloride (1.7 g, 9.0 mmol) were added and the vessel was sealed and heated to 80° C. for 5.5 hours, then stirred at room temperature overnight. The reaction was treated with an additional 0.3 equivalent of Hunig's base and 0.2 equivlanet of the amine... The reactants are CO, COC(=O)c1cc(C(=O)OC)cc(-c2cc(Cl)sc2Cl)c1, [K+], [OH-]. The product is COC(=O)c1cc(C(=O)O)cc(-c2cc(Cl)sc2Cl)c1. Reaction SMILES: [CH3:24][OH:25].[Cl:1][c:2]1[s:3][c:4]([Cl:21])[cH:5][c:6]1-[c:7]1[cH:8][c:9]([C:17](=[O:18])[O:19][CH3:20])[cH:10][c:11]([C:12](=[O:13])[O:14][CH3:15])[cH:16]1.[K+:23].[OH-:22]>>[Cl:1][c:2]1[s:3][c:4]([Cl:21])[cH:5][c:6]1-[c:7]1[cH:8][c:9]([C:17](=[O:18])[O:19][CH3:20])[cH:10][c:11]([C:12](=[O:13])[OH:14])[cH:16]1.